Dataset: the Open Reaction Database (ORD), a public repository of structured organic reaction records. Task: describe an organic reaction: reactants, conditions, products, and yield Reactants: F[B-](F)(F)F, Cc1ccc(C(=O)O)cc1C, CCCC(CN1CC(O)C1)NC, CCN(C(C)C)C(C)C, ClCCl, CN(C)C(On1nnc2ccccc21)=[N+](C)C. The product is CCCC(CN1CC(O)C1)N(C)C(=O)c1ccc(C)c(C)c1. RXN SMILES: [B-:12]([F:13])([F:14])([F:15])[F:16].[CH3:1][c:2]1[cH:3][c:4]([C:5](=[O:6])[OH:7])[cH:8][cH:9][c:10]1[CH3:11].[CH3:43][NH:44][CH:45]([CH2:46][N:47]1[CH2:48][CH:49]([OH:51])[CH2:50]1)[CH2:52][CH2:53][CH3:54].[CH:34]([N:35]([CH2:36][CH3:37])[CH:38]([CH3:39])[CH3:40])([CH3:41])[CH3:42].[Cl:55][CH2:56][Cl:57].[n:17]1([O:18][C:19]([N:20]([CH3:21])[CH3:22])=[N+:23]([CH3:24])[CH3:25])[c:26]2[cH:27][cH:28][cH:29][cH:30][c:31]2[n:32][n:33]1>>[CH3:1][c:2]1[cH:3][c:4]([C:5](=[O:7])[N:44]([CH3:43])[CH:45]([CH2:46][N:47]2[CH2:48][CH:49]([OH:51])[CH2:50]2)[CH2:52][CH2:53][CH3:54])[cH:8][cH:9][c:10]1[CH3:11].